This data is from the Open Reaction Database (ORD), a public repository of structured organic reaction records. The task is: describe an organic reaction: reactants, conditions, products, and yield RXN SMILES: [H-].[Al+3].[Li+].[H-].[H-].[H-].[C:7]([C:11]([CH3:32])([CH3:31])[CH2:12][C:13]1[CH:22]=[CH:21][C:20]2[C:15](=[CH:16][CH:17]=[C:18]([CH2:23][C:24]([CH3:30])([C:26](OC)=[O:27])[CH3:25])[CH:19]=2)[CH:14]=1)(OC)=[O:8].[NH4+].[Cl-].Cl>O1CCCC1.C(OCC)(=O)C>[OH:8][CH2:7][C:11]([CH3:32])([CH3:31])[CH2:12][C:13]1[CH:22]=[CH:21][C:20]2[C:15](=[CH:16][CH:17]=[C:18]([CH2:23][C:24]([CH3:30])([CH3:25])[CH2:26][OH:27])[CH:19]=2)[CH:14]=1 |f:0.1.2.3.4.5,7.8|. Run at time 8 hour. Procedure details: To a solution of 6.0 g of lithium aluminum hydride in 1 liter of dry tetrahydrofuran, 40 g of 2,6-bis(2-carbomethoxy-2-methylpropyl)naphthalene was added slowly. The reaction mixture thickened on stirring overnight. Then there was added 150 ml of ethyl acetate, 60 ml of saturated aqueous NH4Cl and 150 ml of concentrated HCl. After thorough mixing the solid and liquid were separated by filtration. The filtrate was evaporated to dryness and the residue was recrystallized from benzene to obtain abo... Run in O1CCCC1 (tetrahydrofuran), C(C)(=O)OCC (ethyl acetate). Yield: 59.3%. Reactants: [H-].[Al+3].[Li+].[H-].[H-].[H-] (lithium aluminum hydride), C(=O)(OC)C(CC1=CC2=CC=C(C=C2C=C1)CC(C)(C(=O)OC)C)(C)C (2,6-bis(2-carbomethoxy-2-methylpropyl)naphthalene), [NH4+].[Cl-] (NH4Cl), Cl (HCl). The product is OCC(CC1=CC2=CC=C(C=C2C=C1)CC(CO)(C)C)(C)C (2,6-bis(3-hydroxy-2,2-dimethylpropyl)naphthalene). Starting materials: C(C)N(C(=O)C1CN2CC(C1CC2)=O)CC (N,N-Diethyl-5-oxo-1 -azabicyclo[2.2.2]octane-3-carboxamide), C(C1=CC=CC=C1)=O (benzaldehyde), [OH-].[Na+] (NaOH). Solvent: CCO (EtOH). Product: C(C)N(C(=O)C1CN2C(C(C1CC2)=O)=CC2=CC=CC=C2)CC (N,N-Diethyl-5-oxo-6-benzylidene-1-azabicyclo[2.2.2]octane-3-carboxamide). Isolated yield 83.1%. As a reaction SMILES: [CH2:1]([N:3]([CH2:15][CH3:16])[C:4]([CH:6]1[CH:11]2[CH2:12][CH2:13][N:8]([CH2:9][C:10]2=[O:14])[CH2:7]1)=[O:5])[CH3:2].[CH:17](=O)[C:18]1[CH:23]=[CH:22][CH:21]=[CH:20][CH:19]=1.[OH-].[Na+]>CCO>[CH2:15]([N:3]([CH2:1][CH3:2])[C:4]([CH:6]1[CH:11]2[CH2:12][CH2:13][N:8]([C:9](=[CH:17][C:18]3[CH:23]=[CH:22][CH:21]=[CH:20][CH:19]=3)[C:10]2=[O:14])[CH2:7]1)=[O:5])[CH3:16] |f:2.3|. Reported procedure: A mixture of 13 (34.6 g, 154 mmole), benzaldehyde (17.4 g, 164 mmole) and NaOH (6.5 g, 164 mmole) in EtOH (400 ml) was refluxed for 3 hours. After cooling the reaction mixture to room temperature, the resulting yellow crystal was collected by filtration and washed with cold EtOH and dried in vacuo to give 14 (38.4 g, 128 mmole). The filtrate was concentrated under reduced pressure to give a second crop (3.3 g, 11 mmole) (total 41.7 g, 139 mmole, 90%). Reactants: FC(C=1C(=NC=CC1)C=1C=C(C=CC1)[N+](=O)[O-])(F)F (3-(3-trifluoromethylpyridin-2-yl)nitrobenzene). Reagents/catalysts: [Pd] (palladium on carbon). Solvent: C(C)O (ethanol). Product: FC(C=1C(=NC=CC1)C=1C=C(N)C=CC1)(F)F (3-(3-trifluoromethylpyridin-2-yl)aniline). The yield is 95.7%. Reaction SMILES: [F:1][C:2]([F:19])([F:18])[C:3]1[C:4]([C:9]2[CH:10]=[C:11]([N+:15]([O-])=O)[CH:12]=[CH:13][CH:14]=2)=[N:5][CH:6]=[CH:7][CH:8]=1>C(O)C.[Pd]>[F:19][C:2]([F:1])([F:18])[C:3]1[C:4]([C:9]2[CH:10]=[C:11]([CH:12]=[CH:13][CH:14]=2)[NH2:15])=[N:5][CH:6]=[CH:7][CH:8]=1. Reported procedure: A suspension of 3-(3-trifluoromethylpyridin-2-yl)nitrobenzene (500 mg) in ethanol (10 ml) was hydrogenated over palladium on carbon (10% w/w, 50% wet, 167 mg) under a hydrogen atmosphere for 2 hours. The catalyst was filtered off, and the filtrate was evaporated under reduced pressure to give 3-(3-trifluoromethylpyridin-2-yl)aniline (425 mg). The reactants are ClC1=CC(=C(C=C1)[N+](=O)[O-])OC (4-chloro-2-(methyloxy)-1-nitrobenzene), N1=CC(=CC=C1)B(O)O (3-pyridinylboronic acid), dichloro(triphenylphosphine)palladium, C(=O)([O-])[O-].[Na+].[Na+] (Na2CO3). Run in O1CCOCC1 (dioxane). Reaction conditions: temperature 90 celsius. Product: COC=1C=C(C=CC1[N+](=O)[O-])C1=CC=NC=C1 (4-(3-methoxy-4-nitrophenyl)pyridine). Isolated yield 65813.4%. RXN SMILES: Cl[C:2]1[CH:7]=[CH:6][C:5]([N+:8]([O-:10])=[O:9])=[C:4]([O:11][CH3:12])[CH:3]=1.[N:13]1[CH:18]=[CH:17][CH:16]=[C:15](B(O)O)[CH:14]=1.C([O-])([O-])=O.[Na+].[Na+]>O1CCOCC1>[CH3:12][O:11][C:4]1[CH:3]=[C:2]([C:16]2[CH:17]=[CH:18][N:13]=[CH:14][CH:15]=2)[CH:7]=[CH:6][C:5]=1[N+:8]([O-:10])=[O:9] |f:2.3.4|. Reported procedure: Nitrogen was bubbled through dioxane (800 mL) for 1 h followed by the addition of 4-chloro-2-(methyloxy)-1-nitrobenzene (61 g, 0.33 mol), 3-pyridinylboronic acid (Boron Molecular, 40 g, 0.33 mmol), dichloro(triphenylphosphine)palladium (10 g, 14 mmol), and degassed aqueous 3 N Na2CO3 (325 mL, 975 mmol). The reaction mixture was stirred with a mechanical stirrer and heated at 90° C. for 3 h. The reaction was cooled and most of the dioxane was removed in vacuo. It was diluted with water and then e... Starting materials: CC(C)(C)OC(=O)n1nc(-c2cc3cc(O[Si](C)(C)C(C)(C)C)ccc3n2C(=O)OC(C)(C)C)c2sccc21, CCCC[N+](CCCC)(CCCC)CCCC, [F-], C1CCOC1. Yields the product CC(C)(C)OC(=O)n1nc(-c2cc3cc(O)ccc3n2C(=O)OC(C)(C)C)c2sccc21. Reaction SMILES: [C:1]([CH3:2])([CH3:3])([CH3:4])[O:5][C:6](=[O:7])[n:8]1[c:9](-[c:25]2[c:26]3[c:27]([n:28]([C:30](=[O:31])[O:32][C:33]([CH3:34])([CH3:35])[CH3:36])[n:29]2)[cH:37][cH:38][s:39]3)[cH:10][c:11]2[cH:12][c:13]([O:17][Si:18]([C:19]([CH3:20])([CH3:21])[CH3:22])([CH3:23])[CH3:24])[cH:14][cH:15][c:16]12.[CH2:41]([N+:42]([CH2:43][CH2:44][CH2:45][CH3:46])([CH2:47][CH2:48][CH2:49][CH3:50])[CH2:51][CH2:52][CH2:53][CH3:54])[CH2:55][CH2:56][CH3:57].[F-:40].[O:58]1[CH2:59][CH2:60][CH2:61][CH2:62]1>>[C:1]([CH3:2])([CH3:3])([CH3:4])[O:5][C:6](=[O:7])[n:8]1[c:9](-[c:25]2[c:26]3[c:27]([n:28]([C:30](=[O:31])[O:32][C:33]([CH3:34])([CH3:35])[CH3:36])[n:29]2)[cH:37][cH:38][s:39]3)[cH:10][c:11]2[cH:12][c:13]([OH:17])[cH:14][cH:15][c:16]12. The reactants are O.[OH-].[Li+] (lithium hydroxide monohydrate), COC(=O)C1=CN(C2=CC=CC=C12)C1=NC=CC2=CC=CC=C12 (3-methoxycarbonyl-1-(isoquinol-1-yl)-1H-indole). Run in O (water), O (water), O1CCCC1 (tetrahydrofuran). The product is C(=O)(O)C1=CN(C2=CC=CC=C12)C1=NC=CC2=CC=CC=C12 (3-carboxy-1-(isoquinol-1-yl)-1H-indole). Isolated yield 104.8%. Reaction SMILES: O.[OH-].[Li+].C[O:5][C:6]([C:8]1[C:16]2[C:11](=[CH:12][CH:13]=[CH:14][CH:15]=2)[N:10]([C:17]2[C:26]3[C:21](=[CH:22][CH:23]=[CH:24][CH:25]=3)[CH:20]=[CH:19][N:18]=2)[CH:9]=1)=[O:7]>O1CCCC1.O>[C:6]([C:8]1[C:16]2[C:11](=[CH:12][CH:13]=[CH:14][CH:15]=2)[N:10]([C:17]2[C:26]3[C:21](=[CH:22][CH:23]=[CH:24][CH:25]=3)[CH:20]=[CH:19][N:18]=2)[CH:9]=1)([OH:7])=[O:5] |f:0.1.2|. Reported procedure: 0.333 g (7.94 mmol) of lithium hydroxide monohydrate and 60 cm3 of water are added at 25° C. to 1.2 g (3.97 mmol) of 3-methoxycarbonyl-1-(isoquinol-1-yl)-1H-indole dissolved in 60 cm3 of tetrahydrofuran. After stirring at reflux for 22 hours, the reaction mixture is concentrated to dryness under reduced pressure (2.7 kPa) to give a residue which is taken up in 30 cm3 of water and then triturated with 8 cm3 of 5N hydrochloric acid. After filtering off and drying the solid residue under reduced pr... Reactants: CCCC1CCC(N)C(c2ccccc2)N1, CCCC1CCC(N)C(c2ccccc2)N1, CCCC1CCC(N)C(c2ccccc2)N1, COc1cc2c(cc1C=O)N(C)C(=O)C1CC21. The product is CCCC1CCC(NCc2cc3c(cc2OC)C2CC2C(=O)N3C)C(c2ccccc2)N1. RXN SMILES: [CH2:17]([CH:18]1[NH:19][CH:20]([c:21]2[cH:22][cH:23][cH:24][cH:25][cH:26]2)[CH:27]([NH2:28])[CH2:29][CH2:30]1)[CH2:31][CH3:32].[CH2:1]([CH2:2][CH3:3])[CH:4]1[CH2:5][CH2:6][CH:7]([NH2:16])[CH:8]([c:10]2[cH:11][cH:12][cH:13][cH:14][cH:15]2)[NH:9]1.[CH2:33]([CH:34]1[NH:35][CH:36]([c:37]2[cH:38][cH:39][cH:40][cH:41][cH:42]2)[CH:43]([NH2:44])[CH2:45][CH2:46]1)[CH2:47][CH3:48].[CH3:49][O:50][c:51]1[c:52]([CH:64]=[O:65])[cH:53][c:54]2[c:59]([cH:60]1)[CH:58]1[CH:57]([C:56](=[O:62])[N:55]2[CH3:63])[CH2:61]1>>[CH2:1]([CH2:2][CH3:3])[CH:4]1[CH2:5][CH2:6][CH:7]([NH:16][CH2:64][c:52]2[c:51]([O:50][CH3:49])[cH:60][c:59]3[c:54]([cH:53]2)[N:55]([CH3:63])[C:56](=[O:62])[CH:57]2[CH:58]3[CH2:61]2)[CH:8]([c:10]2[cH:11][cH:12][cH:13][cH:14][cH:15]2)[NH:9]1.